Dataset: the Open Reaction Database (ORD), a public repository of structured organic reaction records. Task: describe an organic reaction: reactants, conditions, products, and yield Reactants: CC1(C)OCC(COc2cc(N)c([N+](=O)[O-])cc2I)O1, C#Cc1ccccc1. Yields the product CC1(C)OCC(COc2cc(N)c([N+](=O)[O-])cc2C#Cc2ccccc2)O1. Reaction SMILES: [CH3:1][C:2]1([CH3:20])[O:3][CH2:4][CH:5]([CH2:7][O:8][c:9]2[c:10]([I:19])[cH:11][c:12]([N+:16](=[O:17])[O-:18])[c:13]([NH2:15])[cH:14]2)[O:6]1.[c:21]1([C:27]#[CH:28])[cH:22][cH:23][cH:24][cH:25][cH:26]1>>[CH3:1][C:2]1([CH3:20])[O:3][CH2:4][CH:5]([CH2:7][O:8][c:9]2[c:10]([C:28]#[C:27][c:21]3[cH:22][cH:23][cH:24][cH:25][cH:26]3)[cH:11][c:12]([N+:16](=[O:17])[O-:18])[c:13]([NH2:15])[cH:14]2)[O:6]1. Starting materials: NC=1C=C(C(=CC1)OC)C=1OC2=C(N1)C=C(C=C2)C2=CC1=C(C=C2)OCO1 (2-(3-amino-6-methoxyphenyl)-5-(3,4-methylenedioxyphenyl)benzoxazole), C1=CC2=C(C=C1C(=O)O)C(=O)OC2=O (1,2,4-benzenetricarboxylic anhydride). Yields the product COC1=CC=C(C=C1C=1OC2=C(N1)C=C(C=C2)C2=CC1=C(C=C2)OCO1)N1C(C2=CC=C(C=C2C1=O)C(=O)O)=O (2-[4-Methoxy-5-[5-(3,4-methylenedioxyphenyl)benzoxazol-2-yl]phenyl]-1,3-dioxo-2,3-dihydro1H-isoindole-5-carboxylic acid). Reaction SMILES: [NH2:1][C:2]1[CH:3]=[C:4]([C:10]2[O:11][C:12]3[CH:18]=[CH:17][C:16]([C:19]4[CH:24]=[CH:23][C:22]5[O:25][CH2:26][O:27][C:21]=5[CH:20]=4)=[CH:15][C:13]=3[N:14]=2)[C:5]([O:8][CH3:9])=[CH:6][CH:7]=1.[CH:28]1[C:33]([C:34]([OH:36])=[O:35])=[CH:32][C:31]2[C:37]([O:39][C:40](=O)[C:30]=2[CH:29]=1)=[O:38]>>[CH3:9][O:8][C:5]1[C:4]([C:10]2[O:11][C:12]3[CH:18]=[CH:17][C:16]([C:19]4[CH:24]=[CH:23][C:22]5[O:25][CH2:26][O:27][C:21]=5[CH:20]=4)=[CH:15][C:13]=3[N:14]=2)=[CH:3][C:2]([N:1]2[C:37](=[O:38])[C:31]3[C:30](=[CH:29][CH:28]=[C:33]([C:34]([OH:36])=[O:35])[CH:32]=3)[C:40]2=[O:39])=[CH:7][CH:6]=1. Procedure details: Prepared by the method of Example 15f), from 2-(3-amino-6-methoxyphenyl)-5-(3,4-methylenedioxyphenyl)benzoxazole (50 mg, 0.14 mmol) and 1,2,4-benzenetricarboxylic anhydride (27 mg, 0.14 mmol) the title compound was obtained (72 mg, 92%). 1H NMR (DMSO) δ 13.85(s, 1H), 8.44(dd, 1H), 8.33(s, 1H), 8.21(d, 1H), 8.11(d, 1H), 8.02(d, 1H), 7.83(d, 1H), 7.71(dd, 1H), 7.66(dd, 1H), 7.47(d, 1H), 7.35(d, 1H), 7.22(dd, 1H), 7.03(d, 1H), 6.08(s, 2H), 4.03(s, 3H). MS 535.1 m/z (M+H)+. As a reaction SMILES: [OH:1][C:2]1[C:3]([C:15]2[CH:20]=[CH:19][CH:18]=[CH:17][CH:16]=2)=[N:4][C:5]2[C:10]([C:11]=1[C:12](O)=[O:13])=[CH:9][CH:8]=[CH:7][CH:6]=2.ON1C2C=CC=CC=2N=N1.[C:31]1([C@@H:37]([NH2:40])[CH2:38][CH3:39])[CH:36]=[CH:35][CH:34]=[CH:33][CH:32]=1.C1(N=C=NC2CCCCC2)CCCCC1>C(Cl)Cl.O.C1COCC1.CC#N>[CH2:38]([C@H:37]([NH:40][C:12]([C:11]1[C:10]2[C:5](=[CH:6][CH:7]=[CH:8][CH:9]=2)[N:4]=[C:3]([C:15]2[CH:20]=[CH:19][CH:18]=[CH:17][CH:16]=2)[C:2]=1[OH:1])=[O:13])[C:31]1[CH:36]=[CH:35][CH:34]=[CH:33][CH:32]=1)[CH3:39] |f:6.7|. Solvent: O (H2O), C(Cl)Cl (methylene chloride), C(Cl)Cl (methylene chloride), mixture, C1CCOC1.CC#N (THF MeCN). Reactants: OC=1C(=NC2=CC=CC=C2C1C(=O)O)C1=CC=CC=C1 (3-hydroxy-2-phenyl-4-quinoline carboxylic acid), C1(=CC=CC=C1)[C@H](CC)N ((S)-(−)-1-phenylpropylamine), C1(CCCCC1)N=C=NC1CCCCC1 (dicyclohexylcarbodiimide), ON1N=NC2=C1C=CC=C2 (1-hydroxybenzotriazole). Procedure: 2.49 g (9.4 mmols) of 3-hydroxy-2-phenyl-4-quinoline carboxylic acid (CAS [485-89-2]) were suspended in 150 ml of a mixture of THF/MeCN 7:3, respectively; 1.40 g (10.3 mmols) of 1-hydroxybenzotriazole (HOBT) were added to the suspension and then 1.27 g (9.4 mmols) of (S)-(−)-1-phenylpropylamine, dissolved in 20 ml of methylene chloride were added dropwise over 10 minutes period. The reaction mixture was stirred at room temperature for 30 minutes and then 2.13 g (10.3 mmols) of dicyclohexylcarbod... Isolated yield 48.7%. Conditions: time 30 minute. Yields the product C(C)[C@@H](C1=CC=CC=C1)NC(=O)C1=C(C(=NC2=CC=CC=C12)C1=CC=CC=C1)O ((S)-(−)-N-(α-ethylbenzyl)-3-hydroxy-2-phenyl-4-quinoline carboxamide). Starting materials: CN(C1C(C2CCC1C2)C(=O)O)S(=O)(=O)C2=CC=C(C=C2)OCC2=NC1=CC=CC=C1C=C2 (3-{methyl-[4-(quinolin-2-ylmethoxy)-benzenesulfonyl]-amino}-bicyclo[2.2.1]heptane-2-carboxylic acid), CCN=C=NCCCN(C)C (EDCI), C=1C=CC2=C(C1)N=NN2O (HOBT), NO (hydroxylamine). Solvent: C(C)(=O)OCC (ethyl acetate), CN(C)C=O (DMF). Reaction conditions: time 20 hour. Product: ONC(=O)[C@H]1[C@@H]2CC[C@H]([C@H]1N(S(=O)(=O)C1=CC=C(C=C1)OCC1=NC3=CC=CC=C3C=C1)C)C2 ((1R,2S,3R,4S)-N-hydroxy-3-(methyl{[4-(quinolin-2-ylmethoxy)phenyl]sulfonyl}amino)bicyclo[2.2.1]heptane-2-carboxamide). Yield: 50.0%. As a reaction SMILES: [CH3:1][N:2]([S:13]([C:16]1[CH:21]=[CH:20][C:19]([O:22][CH2:23][C:24]2[CH:33]=[CH:32][C:31]3[C:26](=[CH:27][CH:28]=[CH:29][CH:30]=3)[N:25]=2)=[CH:18][CH:17]=1)(=[O:15])=[O:14])[CH:3]1[CH:8]2[CH2:9][CH:5]([CH2:6][CH2:7]2)[CH:4]1[C:10](O)=[O:11].CCN=C=NCCCN(C)C.C1C=CC2[N:53]([OH:54])N=NC=2C=1.NO>CN(C=O)C.C(OCC)(=O)C>[OH:54][NH:53][C:10]([C@@H:4]1[C@H:3]([N:2]([CH3:1])[S:13]([C:16]2[CH:17]=[CH:18][C:19]([O:22][CH2:23][C:24]3[CH:33]=[CH:32][C:31]4[C:26](=[CH:27][CH:28]=[CH:29][CH:30]=4)[N:25]=3)=[CH:20][CH:21]=2)(=[O:14])=[O:15])[C@@H:8]2[CH2:9][C@H:5]1[CH2:6][CH2:7]2)=[O:11]. Procedure: To a solution of 3-{methyl-[4-(quinolin-2-ylmethoxy)-benzenesulfonyl]-amino}-bicyclo[2.2.1]heptane-2-carboxylic acid (125 mg, 0.268 mmol) in DMF (1 mL) were added EDCI (103 mg, 0.536 mmol), HOBT (72.5 mg, 0.536 mmol) and hydroxylamine (50% in water, 82 μL, 1.34 mmol) at room temperature. The mixture was stirred for 20 h, diluted with ethyl acetate (5 mL), and washed with water (3×3 mL) and brine (3 mL). The organic layer was concentrated and the residue was purified by RP-HPLC to give (1R,2S,3R,... The reactants are C([O-])([O-])=O.[K+].[K+] (potassium carbonate), BrC1=C(C=CC(=C1)[N+](=O)[O-])O (2-bromo-4-nitrophenol), ( 1 ), BrCCBr (1,2-dibromoethane), CN(C=O)C (N,N-dimethylformamide). Solvent: O (water), C(C)(=O)OCC (ethyl acetate). Run at temperature 82.5 celsius, time 3 hour. The product is BrC1=C(OCCBr)C=CC(=C1)[N+](=O)[O-] (2-bromo-4-nitrophenoxy-2-bromoethane). Yield: 62.1%. As a reaction SMILES: [Br:1][C:2]1[CH:7]=[C:6]([N+:8]([O-:10])=[O:9])[CH:5]=[CH:4][C:3]=1[OH:11].[Br:12][CH2:13][CH2:14]Br.CN(C)C=O.C(=O)([O-])[O-].[K+].[K+]>C(OCC)(=O)C.O>[Br:1][C:2]1[CH:7]=[C:6]([N+:8]([O-:10])=[O:9])[CH:5]=[CH:4][C:3]=1[O:11][CH2:14][CH2:13][Br:12] |f:3.4.5|. Procedure details: A portion (2.3 g, 10.6 mmol) of the 2-bromo-4-nitrophenol produced in (1) above and 1,2-dibromoethane (7.9 g, 42.1 mmol) were added to N,N-dimethylformamide (20 ml); to the mixture, potassium carbonate (1.6 g) was added, followed by stirring at 80-85° C. for 3 h. The reaction mixture was added to water (100 ml) and extraction was conducted with ethyl acetate, followed by the drying of the extract with magnesium sulfate and concentration. The residue was subjected to column chromatography using a... Reactants: COC(=O)C1=CC=CC=2C(C3=CC=CC=C3OC12)=C1CC2CCC(C1)N2C(C(F)(F)F)=O (9-[8-(2,2,2-trifluoroacetyl)-8-aza-bicyclo[3.2.1]oct-3-ylidene]-9H-xanthene-4-carboxylic acid methyl ester), [H-].C(C(C)C)[Al+]CC(C)C (diisobutyl aluminum hydride), [C@@H]([C@H](C(=O)[O-])O)(C(=O)[O-])O.[Na+].[K+] (Rochelle's salt). The solvent is C(Cl)Cl (methylene chloride). Run at temperature 0 celsius, time 3 hour. Product: C12CC(CC(CC1)N2)=C2C1=CC=CC=C1OC=1C(=CC=CC21)CO ([9-(8-Aza-bicyclo[3.2.1]oct-3-ylidene)-9H-xanthen-4-yl]-methanol). RXN SMILES: C[O:2][C:3]([C:5]1[C:18]2[O:17][C:16]3[C:11](=[CH:12][CH:13]=[CH:14][CH:15]=3)[C:10](=[C:19]3[CH2:25][CH:24]4[N:26](C(=O)C(F)(F)F)[CH:21]([CH2:22][CH2:23]4)[CH2:20]3)[C:9]=2[CH:8]=[CH:7][CH:6]=1)=O.[H-].C([Al+]CC(C)C)C(C)C.[C@H](O)(C([O-])=O)[C@@H](O)C([O-])=O.[Na+].[K+]>C(Cl)Cl>[CH:21]12[NH:26][CH:24]([CH2:23][CH2:22]1)[CH2:25][C:19](=[C:10]1[C:9]3[CH:8]=[CH:7][CH:6]=[C:5]([CH2:3][OH:2])[C:18]=3[O:17][C:16]3[C:11]1=[CH:12][CH:13]=[CH:14][CH:15]=3)[CH2:20]2 |f:1.2,3.4.5|. Procedure details: A solution of 9-[8-(2,2,2-trifluoroacetyl)-8-aza-bicyclo[3.2.1]oct-3-ylidene]-9H-xanthene-4-carboxylic acid methyl ester in methylene chloride (0.001 to 1 M solution) at −78° C. may be treated with diisobutyl aluminum hydride (1M in cyclohexane; 2 to 10 equiv), and the mixture may be allowed to slowly warm up to 0° C. After stirring at that temperature for a period of 1 to 5 hr, an aqueous solution of Rochelle's salt may be added. The mixture may be extracted with an appropriate organic solvent ...